This data is from the Open Reaction Database (ORD), a public repository of structured organic reaction records. The task is: describe an organic reaction: reactants, conditions, products, and yield Product: COC(=O)[C@@H]1C[C@@H](CC1)N ((1S,3R)-3-amino-cyclopentanecarboxylic acid methyl ester). RXN SMILES: [NH2:1][C@@H:2]1[CH2:6][CH2:5][C@H:4]([C:7]([OH:9])=[O:8])[CH2:3]1.S(Cl)(Cl)=O.[CH3:14]O>>[CH3:14][O:8][C:7]([C@H:4]1[CH2:5][CH2:6][C@@H:2]([NH2:1])[CH2:3]1)=[O:9]. Run at time 8 hour. Procedure: To a solution of (1S,3R)-3-aminocyclopentanecarboxylic acid (1.0 g, 7.4 mmol) in dry MeOH (10 mL) under N2 at 0° C. was added thionyl chloride (2.7 mL, 36.8 mmol) dropwise. The reaction mixture was slowly warmed to room temperature and stirred overnight. The reaction was concentrated in vacuo. The resultant residue was washed with anhydrous diethyl ether (3×30 mL) and dried under high vacuum to afford 1.87 g of (1S,3R)-3-amino-cyclopentanecarboxylic acid methyl ester as the HCl salt that was use... Reactants: N[C@H]1C[C@H](CC1)C(=O)O ((1S,3R)-3-aminocyclopentanecarboxylic acid), S(=O)(Cl)Cl (thionyl chloride), CO (MeOH). Starting materials: CCCCc1nnc(OCC2CN(C(=O)OC(C)(C)C)CCC2O)cc1-c1ccc(OC2CCCCC2)cc1, CI, CCOC(C)=O, [H-], [Na+], CN(C)C=O. Yields the product CCCCc1nnc(OCC2CN(C(=O)OC(C)(C)C)CCC2OC)cc1-c1ccc(OC2CCCCC2)cc1. Reaction SMILES: [C:1]([CH3:2])([CH3:3])([CH3:4])[O:5][C:6](=[O:7])[N:8]1[CH2:9][CH:10]([CH2:15][O:16][c:17]2[n:18][n:19][c:20]([CH2:36][CH2:37][CH2:38][CH3:39])[c:21](-[c:23]3[cH:24][cH:25][c:26]([O:29][CH:30]4[CH2:31][CH2:32][CH2:33][CH2:34][CH2:35]4)[cH:27][cH:28]3)[cH:22]2)[CH:11]([OH:14])[CH2:12][CH2:13]1.[CH3:42][I:43].[CH3:49][CH2:50][O:51][C:52](=[O:53])[CH3:54].[H-:40].[Na+:41].[O:44]=[CH:45][N:46]([CH3:47])[CH3:48]>>[C:1]([CH3:2])([CH3:3])([CH3:4])[O:5][C:6](=[O:7])[N:8]1[CH2:9][CH:10]([CH2:15][O:16][c:17]2[n:18][n:19][c:20]([CH2:36][CH2:37][CH2:38][CH3:39])[c:21](-[c:23]3[cH:24][cH:25][c:26]([O:29][CH:30]4[CH2:31][CH2:32][CH2:33][CH2:34][CH2:35]4)[cH:27][cH:28]3)[cH:22]2)[CH:11]([O:14][CH3:42])[CH2:12][CH2:13]1. As a reaction SMILES: [CH2:1]([CH:2]([CH3:3])[CH3:4])[NH:5][c:6]1[c:7]([N+:15]([O-:16])=[O:17])[cH:8][c:9]([C:12]([CH3:13])=[O:14])[cH:10][cH:11]1.[CH3:18][OH:19]>>[CH2:1]([CH:2]([CH3:3])[CH3:4])[NH:5][c:6]1[c:7]([NH2:15])[cH:8][c:9]([C:12]([CH3:13])=[O:14])[cH:10][cH:11]1. Yields the product CC(=O)c1ccc(NCC(C)C)c(N)c1. Reactants: CC(=O)c1ccc(NCC(C)C)c([N+](=O)[O-])c1, CO.